From a dataset of the Open Reaction Database (ORD), a public repository of structured organic reaction records. describe an organic reaction: reactants, conditions, products, and yield As a reaction SMILES: [CH3:1][C:2]1[CH:7]=[C:6]([NH:8][C:9]([C:11]2[CH:16]=[C:15](B3OC(C)(C)C(C)(C)O3)[CH:14]=[C:13]([CH3:26])[N:12]=2)=[O:10])[CH:5]=[CH:4][N:3]=1.Br[C:28]1[CH:33]=[C:32]([CH3:34])[N:31]=[C:30]([C:35]#[N:36])[CH:29]=1>>[CH3:1][C:2]1[CH:7]=[C:6]([NH:8][C:9]([C:11]2[CH:16]=[C:15]([C:28]3[CH:29]=[C:30]([C:35]#[N:36])[N:31]=[C:32]([CH3:34])[CH:33]=3)[CH:14]=[C:13]([CH3:26])[N:12]=2)=[O:10])[CH:5]=[CH:4][N:3]=1. Starting materials: CC1=NC=CC(=C1)NC(=O)C1=NC(=CC(=C1)B1OC(C(O1)(C)C)(C)C)C (6-Methyl-4-(4,4,5,5-tetramethyl-[1,3,2]dioxaborolan-2-yl)-pyridine-2-carboxylic acid (2-methyl-pyridin-4-yl)-amide), BrC1=CC(=NC(=C1)C)C#N (4-Bromo-6-methyl-pyridine-2-carbonitrile). Product: CC1=NC=CC(=C1)NC(=O)C1=NC(=CC(=C1)C1=CC(=NC(=C1)C#N)C)C (6′-Cyano-6,2′-dimethyl-[4,4′]bipyridinyl-2-carboxylic acid (2-methyl-pyridin-4-yl)-amide). Reported procedure: The title compound, was prepared from 6-Methyl-4-(4,4,5,5-tetramethyl-[1,3,2]dioxaborolan-2-yl)-pyridine-2-carboxylic acid (2-methyl-pyridin-4-yl)-amide in accordance with the general method of example 131, step 2 using 4-Bromo-6-methyl-pyridine-2-carbonitrile instead of 3-Trifluoromethyl-5-bromopyridine to yield the final compound as a off-white solid, MS (ISP): m/e=344.2 (M+H)+. Reactants: [Na] (monosodium), [Na] (sodium), FC1=C(C(C(C1(F)F)(F)F)(F)F)F (perfluorocyclopentene), C1(O)=CC=C(O)C=C1 (hydroquinone), C[O-].[Na+] (sodium methoxide), product. The solvent is O (water), CN(C=O)C (dimethylformamide), CO (methanol). Run at time 19 hour. Product: OC1=CC=C(OC2=C(C(C(C2(F)F)(F)F)(F)F)OC2=CC=C(C=C2)O)C=C1 (1,2-bis-(4-hydroxyphenoxy)-3,3,4,4,5,5-hexafluorocyclopent-1-ene). RXN SMILES: [C:1]1([CH:8]=[CH:7][C:5]([OH:6])=[CH:4][CH:3]=1)[OH:2].[Na].[CH3:10][O-:11].[Na+].F[C:14]1[C:18]([F:20])([F:19])[C:17]([F:22])([F:21])[C:16]([F:24])([F:23])[C:15]=1F>CO.O.CN(C)C=O>[OH:2][C:1]1[CH:8]=[CH:7][C:5]([O:6][C:14]2[C:18]([F:20])([F:19])[C:17]([F:22])([F:21])[C:16]([F:24])([F:23])[C:15]=2[O:11][C:10]2[CH:7]=[CH:8][C:1]([OH:2])=[CH:3][CH:4]=2)=[CH:4][CH:3]=1 |f:2.3,^1:8|. Reported procedure: 100 g (1.0 mol) of hydroquinone were dissolved in 200 ml of methanol with heating and converted into the monosodium salt using 180 g of 30% strength by weight sodium methoxide solution. 132 g (1.0 mol) of the sodium salt were then added in portions at 5° C. to a mixture of 250 ml of dimethylformamide and 106 g (0.5 mol) of perfluorocyclopentene. After stirring at room temperature for 19 hours, the mixture was added to 500 ml of water, and the organic phase was separated off after addition of 100... Starting materials: BrC1=CN=CC=2C(CCCC12)NC(CC)=O ((rac)-N-(4-bromo-5,6,7,8-tetrahydroisoquinolin-8-yl)propionamide), FC=1C=C(C=CC1C(F)(F)F)B(O)O (3-fluoro-4-(trifluoromethyl)phenylboronic acid). The product is FC=1C=C(C=CC1C(F)(F)F)C1=CN=CC=2C(CCCC12)NC(CC)=O ((rac)-N-(4-(3-Fluoro-4-(trifluoromethyl)phenyl)-5,6,7,8-tetrahydroisoquinolin-8-yl)propionamide). Yield: 80.0%. As a reaction SMILES: Br[C:2]1[C:11]2[CH2:10][CH2:9][CH2:8][CH:7]([NH:12][C:13](=[O:16])[CH2:14][CH3:15])[C:6]=2[CH:5]=[N:4][CH:3]=1.[F:17][C:18]1[CH:19]=[C:20](B(O)O)[CH:21]=[CH:22][C:23]=1[C:24]([F:27])([F:26])[F:25]>>[F:17][C:18]1[CH:19]=[C:20]([C:2]2[C:11]3[CH2:10][CH2:9][CH2:8][CH:7]([NH:12][C:13](=[O:16])[CH2:14][CH3:15])[C:6]=3[CH:5]=[N:4][CH:3]=2)[CH:21]=[CH:22][C:23]=1[C:24]([F:25])([F:26])[F:27]. Procedure details: In analogy to the procedure described for the preparation of example 1, (rac)-N-(4-bromo-5,6,7,8-tetrahydroisoquinolin-8-yl)propionamide (intermediate A-1) was reacted with 3-fluoro-4-(trifluoromethyl)phenylboronic acid to give the title compound as light brown foam in 80% yield. MS: 367.1 (M+H+). The reactants are ClC=1C=C(C=CC1)C1=NC=2N(C3=CC=C(C=C13)C(O)(C1=NN=CN1C)C1=CC=C(C=C1)I)N=NN2 (5-(3chlorophenyl)-α-(4-iodophenyl)-α-(4-methyl-4H-1,2,4-triazol-3-yl)-tetrazolo[1,5-a]quinazoline-7-methanol), S(=O)(Cl)Cl (thionyl chloride). Run at temperature 65 celsius, time 4 hour. The product is Cl.ClC(C=1C=C2C(=NC=3N(C2=CC1)N=NN3)C3=CC(=CC=C3)Cl)(C3=NN=CN3C)C3=CC=C(C=C3)I (7-[chloro(4-iodophenyl)(4-methyl-4H-1,2,4-triazol-3-yl)methyl]-5-(3-chlorophenyl)-tetrazolo[1,5-a]quinazoline monohydrochloride). Reaction SMILES: [Cl:1][C:2]1[CH:3]=[C:4]([C:8]2[C:17]3[C:12](=[CH:13][CH:14]=[C:15]([C:18]([C:26]4[CH:31]=[CH:30][C:29]([I:32])=[CH:28][CH:27]=4)([C:20]4[N:24]([CH3:25])[CH:23]=[N:22][N:21]=4)O)[CH:16]=3)[N:11]3[N:33]=[N:34][N:35]=[C:10]3[N:9]=2)[CH:5]=[CH:6][CH:7]=1.S(Cl)([Cl:38])=O>>[ClH:1].[Cl:38][C:18]([C:26]1[CH:31]=[CH:30][C:29]([I:32])=[CH:28][CH:27]=1)([C:20]1[N:24]([CH3:25])[CH:23]=[N:22][N:21]=1)[C:15]1[CH:16]=[C:17]2[C:12](=[CH:13][CH:14]=1)[N:11]1[N:33]=[N:34][N:35]=[C:10]1[N:9]=[C:8]2[C:4]1[CH:5]=[CH:6][CH:7]=[C:2]([Cl:1])[CH:3]=1 |f:2.3|. Reported procedure: A mixture of 5-(3chlorophenyl)-α-(4-iodophenyl)-α-(4-methyl-4H-1,2,4-triazol-3-yl)-tetrazolo[1,5-a]quinazoline-7-methanol (0.0076 mol) in thionyl chloride (50 ml) was stirred at 65° C. for 4 hours, then cooled and the solvent was evaporated till dryness. The residue was taken up twice with DCM. The solvent was evaporated, yielding 7-[chloro(4-iodophenyl)(4-methyl-4H-1,2,4-triazol-3-yl)methyl]-5-(3-chlorophenyl)-tetrazolo[1,5-a]quinazoline monohydrochloride. This product was used directly in the ... Yields the product CC(CC=O)c1ccc(-c2ccccc2C(=O)OC(C)(C)C)cc1. The reactants are ClCCl, C[N+]1([O-])CCOCC1, CC(CCO)c1ccc(-c2ccccc2C(=O)OC(C)(C)C)cc1. Reaction SMILES: [CH2:33]([Cl:34])[Cl:35].[CH3:25][N+:26]1([O-:32])[CH2:27][CH2:28][O:29][CH2:30][CH2:31]1.[OH:1][CH2:2][CH2:3][CH:4]([CH3:5])[c:6]1[cH:7][cH:8][c:9](-[c:12]2[c:13]([C:18](=[O:19])[O:20][C:21]([CH3:22])([CH3:23])[CH3:24])[cH:14][cH:15][cH:16][cH:17]2)[cH:10][cH:11]1>>[O:1]=[CH:2][CH2:3][CH:4]([CH3:5])[c:6]1[cH:7][cH:8][c:9](-[c:12]2[c:13]([C:18](=[O:19])[O:20][C:21]([CH3:22])([CH3:23])[CH3:24])[cH:14][cH:15][cH:16][cH:17]2)[cH:10][cH:11]1. Starting materials: FC1=CC=C(C=C1)N1C(C(=CC=C1)C(=O)OC)=O (methyl 1-(4-fluorophenyl)-2-oxo-1,2-dihydropyridine-3-carboxylate), [OH-].[Na+] (NaOH), Cl (HCl). Solvent: CO (methanol). Conditions: time 4 hour. The product is FC1=CC=C(C=C1)N1C(C(=CC=C1)C(=O)O)=O (1-(4-Fluorophenyl)-2-oxo-1,2-dihydropyridine-3-carboxylic acid). Reaction SMILES: [F:1][C:2]1[CH:7]=[CH:6][C:5]([N:8]2[CH:13]=[CH:12][CH:11]=[C:10]([C:14]([O:16]C)=[O:15])[C:9]2=[O:18])=[CH:4][CH:3]=1.[OH-].[Na+].Cl>CO>[F:1][C:2]1[CH:7]=[CH:6][C:5]([N:8]2[CH:13]=[CH:12][CH:11]=[C:10]([C:14]([OH:16])=[O:15])[C:9]2=[O:18])=[CH:4][CH:3]=1 |f:1.2|. Procedure: A mixture of methyl 1-(4-fluorophenyl)-2-oxo-1,2-dihydropyridine-3-carboxylate (crude 2.45 g, 12 mmol) and 6 N aq. NaOH (2.5 mL) in methanol (60 mL) was stirred at rt for 4 h. To the reaction mixture was added conc. HCl (1 mL) slowly with stirring at rt, and the precipitated solid was filtered, washed with a small amount water and dried to obtain the desired acid product (2.1 g, 1st crop) as a yellow solid. The filtrate solution was concentrated in vacuo, and the residue was mixed with water (50... The reactants are O=C(O)[C@@H](N)CC1=CC=C(O)C(O)=C1 (L-DOPA), O=C(O)[C@@H](N)CC1=CC=C(O)C(O)=C1 (DOPA), O=C(O)[C@@H](N)CC1=CC=C(O)C(O)=C1 (DOPA), C1(O)=C(O)C(=CC=C1)N (catecholamine). The solvent is P(=O)([O-])([O-])[O-] (phosphate). Reaction conditions: time 5.5 minute. The product is NCCC1=CC(O)=C(O)C=C1 (dopamine), O=C(O)[C@@H](N)CC1=CC=C(O)C(O)=C1 (L-DOPA). As a reaction SMILES: [O:1]=[C:2]([C@H:4]([CH2:6][C:7]1[CH:14]=[C:12]([OH:13])[C:10]([OH:11])=[CH:9][CH:8]=1)[NH2:5])[OH:3].C1(C=CC=C(N)C=1O)O>P([O-])([O-])([O-])=O>[NH2:5][CH2:4][CH2:6][C:7]1[CH:8]=[CH:9][C:10]([OH:11])=[C:12]([OH:13])[CH:14]=1.[O:1]=[C:2]([C@H:4]([CH2:6][C:7]1[CH:14]=[C:12]([OH:13])[C:10]([OH:11])=[CH:9][CH:8]=1)[NH2:5])[OH:3]. Procedure details: DOPA decarboxylase activity was routinely measured by liquid chromatography and electrochemical detection of catecholamine products. DOPA decarboxylase (1-5 micrograms, 1-20 units) was incubated with L-DOPA (2000 micromolar, 150 microliters) and PLP (10 micromolar) in 0.1M phosphate at pH 6.8 and 37° C. After 1-10 minutes, the reaction was quenched with citric acid (2M, 25 microliters), diluted two-fold with distilled water and 10 microliter aliquots were analyzed by HPLC on a reverse phase Brow... The reactants are OCC(CO)OCCNC(OC(C)(C)C)=O (tert-butyl 2-(1,3-dihydroxypropan-2-yloxy)ethylcarbamate), C(C)(C)N(C(C)C)CC (N,N-diisopropylethylamine), CS(=O)(=O)Cl (methanesulfonyl chloride). The solvent is ClCCl (dichloromethane). Reaction conditions: temperature -3 celsius, time 1 hour. Yields the product CS(=O)(=O)OCC(COS(=O)(=O)C)OCCNC(=O)OC(C)(C)C (2-(2-(tert-butoxycarbonylamino)ethoxy)propane-1,3-diyl dimethanesulfonate). The yield is 105.0%. RXN SMILES: [OH:1][CH2:2][CH:3]([O:6][CH2:7][CH2:8][NH:9][C:10](=[O:16])[O:11][C:12]([CH3:15])([CH3:14])[CH3:13])[CH2:4][OH:5].C(N(CC)C(C)C)(C)C.[CH3:26][S:27](Cl)(=[O:29])=[O:28]>ClCCl>[CH3:26][S:27]([O:1][CH2:2][CH:3]([O:6][CH2:7][CH2:8][NH:9][C:10]([O:11][C:12]([CH3:13])([CH3:15])[CH3:14])=[O:16])[CH2:4][O:5][S:27]([CH3:26])(=[O:29])=[O:28])(=[O:29])=[O:28]. Reported procedure: A 20-L 4-neck round-bottom flask was flushed with N2, then charged a solution of tert-butyl 2-(1,3-dihydroxypropan-2-yloxy)ethylcarbamate (418 g, 1.8 mol, 1.0 eq) in dichloromethane (9000 mL, 21.5 v) and N,N-diisopropylethylamine (574 g, 4.4 mol, 2.5 eq). This is followed by dropwise addition of methanesulfonyl chloride (509 g, 4.4 mol, 2.5 eq) with stirring at −6-0° C. over 1 hour. The resulting mixture was stirred for 4 h at −6˜4° C., then washed with water (3×4000 mL). The organic layer was s... Reactants: COCc1cc(C(C)(C)C)c(O)c(C(C)(C)C)c1, CC(=O)O, CO, CC(C)C=O, [K+], [OH-]. Product: CC(C)(C=O)Cc1cc(C(C)(C)C)c(O)c(C(C)(C)C)c1. As a reaction SMILES: [C:1]([CH3:2])([CH3:3])([CH3:4])[c:5]1[c:6]([OH:18])[c:7]([C:14]([CH3:15])([CH3:16])[CH3:17])[cH:8][c:9]([CH2:11][O:12][CH3:13])[cH:10]1.[CH3:26][C:27](=[O:28])[OH:29].[CH3:30][OH:31].[CH:21]([CH:22]([CH3:23])[CH3:24])=[O:25].[K+:20].[OH-:19]>>[C:1]([CH3:2])([CH3:3])([CH3:4])[c:5]1[c:6]([OH:18])[c:7]([C:14]([CH3:15])([CH3:16])[CH3:17])[cH:8][c:9]([CH2:11][C:22]([CH:21]=[O:25])([CH3:23])[CH3:24])[cH:10]1.